From a dataset of the Open Reaction Database (ORD), a public repository of structured organic reaction records. describe an organic reaction: reactants, conditions, products, and yield Reaction SMILES: [CH3:16][C:17]1([CH3:29])[O:18][B:19]([c:24]2[cH:25][n:26][nH:27][cH:28]2)[O:20][C:21]1([CH3:22])[CH3:23].[H-:31].[Na+:30].[O:1]1[CH2:2][C:3]12[CH2:4][CH2:5][N:6]([C:9](=[O:10])[O:11][C:12]([CH3:13])([CH3:14])[CH3:15])[CH2:7][CH2:8]2.[O:32]=[CH:33][N:34]([CH3:35])[CH3:36]>>[OH:1][C:3]1([CH2:2][n:27]2[n:26][cH:25][c:24]([B:19]3[O:18][C:17]([CH3:16])([CH3:29])[C:21]([CH3:22])([CH3:23])[O:20]3)[cH:28]2)[CH2:4][CH2:5][N:6]([C:9](=[O:10])[O:11][C:12]([CH3:13])([CH3:14])[CH3:15])[CH2:7][CH2:8]1. The reactants are CC1(C)OB(c2cn[nH]c2)OC1(C)C, [H-], [Na+], CC(C)(C)OC(=O)N1CCC2(CC1)CO2, CN(C)C=O. Yields the product CC(C)(C)OC(=O)N1CCC(O)(Cn2cc(B3OC(C)(C)C(C)(C)O3)cn2)CC1. Reactants: N#N.[N+](=O)([O-])C1=C2C=CC=C(C2=CC=C1)S(=O)(=O)N[C@@H](CCCNC(N)=N)C(=O)O (N2 (5-nitro-1-naphthalenesulfonyl)-L-arginine), O.C1(=CC=C(C=C1)S(=O)(=O)O)C (p-toluenesulfonic acid monohydrate). The solvent is C(CCC)O (n-butyl alcohol), C1=CC=CC=C1 (benzene). The product is N#N.C1(=CC=C(C=C1)S(=O)(=O)O)C.C(CCC)OC([C@@H](NS(=O)(=O)C1=CC=CC2=C(C=CC=C12)[N+](=O)[O-])CCCNC(N)=N)=O (N2 (5-nitro-1-naphthalenesulfonyl)-L-arginine butyl ester p-toluenesulfonate). The yield is 95.0%. As a reaction SMILES: [N:1]#[N:2].[N+:3]([C:6]1[CH:15]=[CH:14][CH:13]=[C:12]2[C:7]=1[CH:8]=[CH:9][CH:10]=[C:11]2[S:16]([NH:19][C@H:20]([C:28]([OH:30])=[O:29])[CH2:21][CH2:22][CH2:23][NH:24][C:25](=[NH:27])[NH2:26])(=[O:18])=[O:17])([O-:5])=[O:4].O.[C:32]1([CH3:42])[CH:37]=[CH:36][C:35]([S:38]([OH:41])(=[O:40])=[O:39])=[CH:34][CH:33]=1>C(O)CCC.C1C=CC=CC=1>[N:1]#[N:2].[C:32]1([CH3:42])[CH:33]=[CH:34][C:35]([S:38]([OH:41])(=[O:39])=[O:40])=[CH:36][CH:37]=1.[CH2:37]([O:29][C:28](=[O:30])[C@H:20]([CH2:21][CH2:22][CH2:23][NH:24][C:25](=[NH:26])[NH2:27])[NH:19][S:16]([C:11]1[C:12]2[C:7](=[C:6]([N+:3]([O-:5])=[O:4])[CH:15]=[CH:14][CH:13]=2)[CH:8]=[CH:9][CH:10]=1)(=[O:18])=[O:17])[CH2:32][CH2:33][CH3:34] |f:0.1,2.3,6.7.8|. Procedure details: A mixture of 1.0 gram of N2 -(5-nitro-1-naphthalenesulfonyl)-L-arginine, 1.0 gram of p-toluenesulfonic acid monohydrate in 5 ml of n-butyl alcohol and 30 ml of benzene was refluxed for 5 hours, removing water by azeotropic distillation. After the solvent was removed by distillation, 100 ml of ethyl ether was added to the residue, giving a crystalline mass of N2 -(5-nitro-1-naphthalenesulfonyl)-L-arginine butyl ester p-toluenesulfonate in 95% yield; mp. 94° - 95° C. Reactants: C1(=CC=CC=C1)C1=C(C=CC=C1)C(C(=O)C1=CC=C(C=C1)Cl)=C (2-phenyl 4'-chlorophenyl acrylophenone), C(CC)O (n-propanol), O.NN (hydrazine monohydrate). The solvent is CO (methanol). Product: ClC1=CC=C(C=C1)C1=NNCC1C1=CC=CC=C1 (3-(4-chlorophenyl)-4-phenyl-4,5-dihydro-1H-pyrazole). Reaction SMILES: C1([C:7]2[CH:12]=[CH:11][CH:10]=[CH:9][C:8]=2[C:13](=[CH2:23])[C:14]([C:16]2[CH:21]=[CH:20][C:19]([Cl:22])=[CH:18][CH:17]=2)=O)C=CC=CC=1.C(O)CC.O.[NH2:29][NH2:30]>CO>[Cl:22][C:19]1[CH:20]=[CH:21][C:16]([C:14]2[CH:13]([C:8]3[CH:9]=[CH:10][CH:11]=[CH:12][CH:7]=3)[CH2:23][NH:30][N:29]=2)=[CH:17][CH:18]=1 |f:2.3|. Reported procedure: In a 500 ml round bottomed flask equipped with a reflux condensor was mixed 98 g of 2-phenyl 4'-chlorophenyl acrylophenone (0.40 mole), 200 ml n-propanol, and 50 ml hydrazine monohydrate (1.0 mole). The mixture was refluxed for 1 hour, cooled slightly and 100 ml of methanol added. The resulting solution was cooled in an ice bath and the resulting solid filtered and washed twice with cold ethyl ether yielding 55 g of a white solid. mp 156°-162° C. The reactants are FC=1C=C(C=CC1)O (3-fluorophenol), IC1=C(C(=O)O)C=CC=C1 (o-Iodobenzoic acid), [N+](=O)([O-])C1=CC=CC=C1 (nitrobenzene), C([O-])([O-])=O.[K+].[K+] (potassium carbonate), C([O-])([O-])=O.[K+].[K+] (potassium carbonate), Cl (HCl). The reagents and catalysts are [Cu] (copper). Run in O (water). Yields the product FC=1C=C(OC2=C(C(=O)O)C=CC=C2)C=CC1 (2-(3-Fluorophenoxy)benzoic acid). RXN SMILES: I[C:2]1[CH:10]=[CH:9][CH:8]=[CH:7][C:3]=1[C:4]([OH:6])=[O:5].[N+](C1C=CC=CC=1)([O-])=O.C(=O)([O-])[O-].[K+].[K+].[F:26][C:27]1[CH:28]=[C:29]([OH:33])[CH:30]=[CH:31][CH:32]=1.Cl>O.[Cu]>[F:26][C:27]1[CH:28]=[C:29]([CH:30]=[CH:31][CH:32]=1)[O:33][C:2]1[CH:10]=[CH:9][CH:8]=[CH:7][C:3]=1[C:4]([OH:6])=[O:5] |f:2.3.4|. Procedure details: o-Iodobenzoic acid (12.4 g.) and nitrobenzene (5 ml.) were treated under stirring at 140°-150° with 3.4 g. of anhydrous potassium carbonate; the mixture was stirred for 10 minutes at 160°, and 3-fluorophenol (7 g.) was added, followed by portionwise addition of potassium carbonate (7 g.) and copper powder (0.1 g.) The mixture was stirred at 160°-165° for 45 minutes, cooled, diluted with water, and treated with 5 N HCl to give the title compound, m.p. 122°. ##STR9## Reactants: CC(C)(C)OC(=O)CCOCCc1cccc(Br)c1, CC(C)n1cc(B2OC(C)(C)C(C)(C)O2)cn1. Product: CC(C)n1cc(-c2cccc(CCOCCC(=O)OC(C)(C)C)c2)cn1. As a reaction SMILES: [Br:1][c:2]1[cH:3][c:4]([CH2:5][CH2:6][O:7][CH2:8][CH2:9][C:10](=[O:11])[O:12][C:13]([CH3:14])([CH3:15])[CH3:16])[cH:17][cH:18][cH:19]1.[CH:20]([CH3:21])([CH3:22])[n:23]1[n:24][cH:25][c:26]([B:28]2[O:29][C:30]([CH3:31])([CH3:32])[C:33]([CH3:34])([CH3:35])[O:36]2)[cH:27]1>>[c:2]1(-[c:26]2[cH:25][n:24][n:23]([CH:20]([CH3:21])[CH3:22])[cH:27]2)[cH:3][c:4]([CH2:5][CH2:6][O:7][CH2:8][CH2:9][C:10](=[O:11])[O:12][C:13]([CH3:14])([CH3:15])[CH3:16])[cH:17][cH:18][cH:19]1. Reactants: CN(/C=C/C1=NC(=NC(=C1C#N)NC1=CC(=CC=C1)C)SC)C (4-[(E)-2-(dimethylamino)ethenyl]-6-[(3-methylphenyl)amino]-2-(methylthio)-5-pyrimidinecarbonitrile), Br (HBr). Run in C(C)(=O)O (acetic acid), C(C)(=O)O (acetic acid). Reaction conditions: time 20 minute. The product is BrC1=NC=CC=2N=C(N=C(C21)NC2=CC(=CC=C2)C)SC (5-bromo-N-(3-methylphenyl)-2-(methylthio)pyrido[4,3-d]pyrimidin-4-amine), Br (HBr). Reaction SMILES: CN(C)/[CH:3]=[CH:4]/[C:5]1[C:10]([C:11]#[N:12])=[C:9]([NH:13][C:14]2[CH:19]=[CH:18][CH:17]=[C:16]([CH3:20])[CH:15]=2)[N:8]=[C:7]([S:21][CH3:22])[N:6]=1.[BrH:24]>C(O)(=O)C>[Br:24][C:11]1[C:10]2[C:9]([NH:13][C:14]3[CH:19]=[CH:18][CH:17]=[C:16]([CH3:20])[CH:15]=3)=[N:8][C:7]([S:21][CH3:22])=[N:6][C:5]=2[CH:4]=[CH:3][N:12]=1.[BrH:24]. Procedure details: The crude 4-[(E)-2-(dimethylamino)ethenyl]-6-[(3-methylphenyl)amino]-2-(methylthio)-5-pyrimidinecarbonitrile (1.47 g) was dissolved into acetic acid (5 mL) and a solution of 33% HBr in glacial acetic acid (10 mL) was added. The reaction mixture was stirred at room temperature for 20 min. The mixture was then concentrated under reduced pressure to give the bromopyridine as a HBr salt. Reactants: B(Br)(Br)Br (BBr3), C12(CC3CC(CC(C1)C3)C2)C=2C(=CC(=C(C(=O)NCC3=C(C=CC(=C3)OC)OC)C2)O)O (5-Adamantan-1-yl-N-(2,5-dimethoxybenzyl)-2,4-dihydroxybenzamide), CO (methanol). The solvent is ClCCl (dichloromethane). Run at time 2 hour. Yields the product C12(CC3CC(CC(C1)C3)C2)C=2C(=CC(=C(C(=O)NCC3=C(C=CC(=C3)O)O)C2)O)O (5-adamantan-1-yl-N-(2,5-dihydroxybenzyl)-2,4-dihydroxybenzamide). Isolated yield 7.9%. RXN SMILES: [C:1]12([C:11]3[C:12]([OH:32])=[CH:13][C:14]([OH:31])=[C:15]([CH:30]=3)[C:16]([NH:18][CH2:19][C:20]3[CH:25]=[C:24]([O:26]C)[CH:23]=[CH:22][C:21]=3[O:28]C)=[O:17])[CH2:10][CH:5]3[CH2:6][CH:7]([CH2:9][CH:3]([CH2:4]3)[CH2:2]1)[CH2:8]2.B(Br)(Br)Br.CO>ClCCl>[C:1]12([C:11]3[C:12]([OH:32])=[CH:13][C:14]([OH:31])=[C:15]([CH:30]=3)[C:16]([NH:18][CH2:19][C:20]3[CH:25]=[C:24]([OH:26])[CH:23]=[CH:22][C:21]=3[OH:28])=[O:17])[CH2:10][CH:5]3[CH2:4][CH:3]([CH2:9][CH:7]([CH2:6]3)[CH2:8]1)[CH2:2]2. Reported procedure: 5-Adamantan-1-yl-N-(2,5-dimethoxybenzyl)-2,4-dihydroxybenzamide (0.27 g) is dissolved in dichloromethane (3 mL). After adding BBr3 (1.7 mL in CH2Cl2 1.0 M solution, 3 eq.) and stirring at room temperature for 2 hours, methanol (5 mL) is added and extraction is carried out using water and dichloromethane. The organic layer is dried with anhydrous magnesium sulfate, filtered, concentrated under reduced pressure and separated by column chromatography to obtain 0.02 g of the target compound as white... The reactants are BrC=1C=C(C#N)C=CC1OC (3-bromo-4-methoxybenzonitrile), [N-]=[N+]=[N-].[Na+] (sodium azide), [Cl-].[NH4+] (ammonium chloride), Cl (HCl). Reaction conditions: temperature 90 celsius. Product: BrC1=C(C=CC(=C1)C1=NN=NN1)OC (2-bromo-4-(tetrazol-5-yl)anisole). Yield: 85.9%. As a reaction SMILES: [Br:1][C:2]1[CH:3]=[C:4]([CH:7]=[CH:8][C:9]=1[O:10][CH3:11])[C:5]#[N:6].[N-:12]=[N+:13]=[N-:14].[Na+].[Cl-].[NH4+].Cl>>[Br:1][C:2]1[CH:3]=[C:4]([C:5]2[NH:14][N:13]=[N:12][N:6]=2)[CH:7]=[CH:8][C:9]=1[O:10][CH3:11] |f:1.2,3.4|. Reported procedure: A mixture of 3-bromo-4-methoxybenzonitrile (9 g, 42 mmol), sodium azide (3.03 g, 46.7 mmol) and ammonium chloride (2.5 g, 46.7 mmol) in N,N-dimethylforlmamide (50 ml) was heated at 90° C. for 18 hours. The reaction was cooled, poured onto ice (200 ml) and acidified with 1N HCl to pH1. The resultant solid was filtered, dried and recrystallized from ethanol/water to give 2-bromo-4-(tetrazol-5-yl)anisole (9.2 g). 1H NMR 360 MHz, DMSO-d6) δ 3.95 (3H, s), 7.35 (1H, d, J=8.6 Hz), 8.05 (1H, d, =8.6 Hz)... The reactants are O=C([O-])[O-], COc1ccc(Cn2nc(C)c3c(Cl)ccnc32)cc1, CC(C)(C)[O-], Cn1c(NCC2CC2)ncc(-c2ccc(O)c(F)c2)c1=O, [K+], [K+], [K+], CN(C)C=O. Yields the product COc1ccc(Cn2nc(C)c3c(Oc4ccc(-c5cnc(NCC6CC6)n(C)c5=O)cc4F)ccnc32)cc1. Reaction SMILES: [C:42](=[O:43])([O-:44])[O-:45].[CH3:1][O:2][c:3]1[cH:4][cH:5][c:6]([CH2:7][n:8]2[n:9][c:10]([CH3:18])[c:11]3[c:12]2[n:13][cH:14][cH:15][c:16]3[Cl:17])[cH:19][cH:20]1.[CH3:48][C:49]([CH3:50])([O-:51])[CH3:52].[CH:21]1([CH2:24][NH:25][c:26]2[n:27][cH:28][c:29](-[c:34]3[cH:35][c:36]([F:41])[c:37]([OH:40])[cH:38][cH:39]3)[c:30](=[O:33])[n:31]2[CH3:32])[CH2:22][CH2:23]1.[K+:46].[K+:47].[K+:53].[O:54]=[CH:55][N:56]([CH3:57])[CH3:58]>>[CH3:1][O:2][c:3]1[cH:4][cH:5][c:6]([CH2:7][n:8]2[n:9][c:10]([CH3:18])[c:11]3[c:12]2[n:13][cH:14][cH:15][c:16]3[O:40][c:37]2[c:36]([F:41])[cH:35][c:34](-[c:29]3[cH:28][n:27][c:26]([NH:25][CH2:24][CH:21]4[CH2:22][CH2:23]4)[n:31]([CH3:32])[c:30]3=[O:33])[cH:39][cH:38]2)[cH:19][cH:20]1.